The task is: describe an organic reaction: reactants, conditions, products, and yield. This data is from the Open Reaction Database (ORD), a public repository of structured organic reaction records. The product is FC1=C(C#N)C=C(C=C1C(C)O)F (2,5-difluoro-3-(1-hydroxyethyl)-benzonitrile). Isolated yield 95.4%. Solvent: O (H2O). Procedure details: A mixture of 9.39 g of 3-bromo-2,5-difluoro-α-methylbenzyl alcohol, 3.82 g of CuCN and 117 mL of DMF is stirred and heated at reflux for 7 hours under N2. When the mixture has cooled, 100 mL of 5% aqueous NaCN is added followed by 350 mL of H2O 30 minutes later. The black solution is extracted with 4×150 mL of CH2Cl2 and these combined extracts washed with H2O, saturated NaHCO3 and H2O (150 mL each) and stripped in vacuo to furnish 6.92 g (95% yield) of 2,5-difluoro-3-(1-hydroxyethyl)-benzonitri... RXN SMILES: Br[C:2]1[C:3]([F:12])=[C:4]([CH:8]=[C:9]([F:11])[CH:10]=1)[CH:5]([OH:7])[CH3:6].[C:13]([Cu])#[N:14].CN(C=O)C.[C-]#N.[Na+]>O>[F:12][C:3]1[C:4]([CH:5]([OH:7])[CH3:6])=[CH:8][C:9]([F:11])=[CH:10][C:2]=1[C:13]#[N:14] |f:3.4|. Starting materials: BrC=1C(=C(C(C)O)C=C(C1)F)F (3-bromo-2,5-difluoro-α-methylbenzyl alcohol), C(#N)[Cu] (CuCN), CN(C)C=O (DMF), [C-]#N.[Na+] (NaCN).